This data is from the Open Reaction Database (ORD), a public repository of structured organic reaction records. The task is: describe an organic reaction: reactants, conditions, products, and yield The reactants are CN(C(=N)SCC)C (N,N-dimethylcarbamimidothioic acid, ethyl ester), C([O-])([O-])=O.[K+].[K+] (potassium carbonate), P(OC)(SC)(Cl)=O (phosphorochloridothioic acid, O,S-dimethyl ester). The solvent is C(C)#N (acetonitrile). Yields the product COP(=O)(N=C(N(C)C)SCC)SC (N'-(methoxy(methylthio)phosphinyl)-N,N-dimethylcarbamimidothioic acid, ethyl ester). Isolated yield 64.2%. Reaction SMILES: [CH3:1][N:2]([CH3:8])[C:3]([S:5][CH2:6][CH3:7])=[NH:4].C(=O)([O-])[O-].[K+].[K+].[P:15](=[O:21])(Cl)([S:18][CH3:19])[O:16][CH3:17]>C(#N)C>[CH3:17][O:16][P:15]([S:18][CH3:19])([N:4]=[C:3]([S:5][CH2:6][CH3:7])[N:2]([CH3:8])[CH3:1])=[O:21] |f:1.2.3|. Procedure: To a mixture of 6.6 g of N,N-dimethylcarbamimidothioic acid, ethyl ester, 8.0 g of finely powdered potassium carbonate and 50 ml of acetonitrile was added dropwise 8.0 g of phosphorochloridothioic acid, O,S-dimethyl ester. The mixture was stirred until no starting material could be detected by GLC (Gas Liquid Chromatography). The salts were then removed by filtration, the filtrate concentrated under vacuum, the residue taken up in ether, the ether solution washed once with water, once with 5% aq...